The task is: describe an organic reaction: reactants, conditions, products, and yield. This data is from the Open Reaction Database (ORD), a public repository of structured organic reaction records. The reactants are O=Cc1ccc(Br)o1, C1COCCN1. The product is Brc1ccc(CN2CCOCC2)o1. Reaction SMILES: [Br:1][c:2]1[cH:3][cH:4][c:5]([CH:7]=[O:8])[o:6]1.[CH2:9]1[CH2:10][O:11][CH2:12][CH2:13][NH:14]1>>[Br:1][c:2]1[cH:3][cH:4][c:5]([CH2:7][N:14]2[CH2:9][CH2:10][O:11][CH2:12][CH2:13]2)[o:6]1. Reactants: CC1=C(O)C=CC=C1O (2-methylresorcinol), ClCCCl (1,2-dichloroethane). Run in CC1=C(C=C(O)C=C1)O (4-methylresorcinol). Product: mono-substituted resorcinol, CC=1C=C(C=C(O)C1)O (5-methylresorcinol), CC1=C(O)C=CC=C1O (2-methylresorcinol). RXN SMILES: Cl[CH2:2]CCl.[CH3:5][C:6]1[C:12]([OH:13])=[CH:11][CH:10]=[CH:9][C:7]=1[OH:8]>CC1C=CC(O)=CC=1O>[CH3:2][C:10]1[CH:11]=[C:12]([OH:13])[CH:6]=[C:7]([CH:9]=1)[OH:8].[CH3:5][C:6]1[C:12]([OH:13])=[CH:11][CH:10]=[CH:9][C:7]=1[OH:8]. Procedure: This product mixture is introduced into a separation vessel or series of separation vessels. This vessel or these vessels may be fractional distillation vessels. In these vessels, the mono-substituted methylresorcinol isomers are separated from unreacted resorcinol and other methylated hydroxyaromatic compounds. The boiling points of these compounds are substantially close to each other so that a good separation in a single fractional distillation vessel may be difficult. The boiling points are:... Reactants: C1CCOC1, CO, COC(=O)c1ccc(-n2cnc(-c3c(-c4ccccc4F)nnn3C)c2)nc1, [Li+], [OH-], O, O. The product is Cn1nnc(-c2ccccc2F)c1-c1cn(-c2ccc(C(=O)O)cn2)cn1. RXN SMILES: [CH2:33]1[O:34][CH2:35][CH2:36][CH2:37]1.[CH3:38][OH:39].[F:4][c:5]1[c:6](-[c:11]2[n:12][n:13][n:14]([CH3:31])[c:15]2-[c:16]2[n:17][cH:18][n:19](-[c:21]3[n:22][cH:23][c:24]([C:25](=[O:26])[O:27][CH3:28])[cH:29][cH:30]3)[cH:20]2)[cH:7][cH:8][cH:9][cH:10]1.[Li+:3].[OH-:2].[OH2:1].[OH2:32]>>[F:4][c:5]1[c:6](-[c:11]2[n:12][n:13][n:14]([CH3:31])[c:15]2-[c:16]2[n:17][cH:18][n:19](-[c:21]3[n:22][cH:23][c:24]([C:25](=[O:26])[OH:27])[cH:29][cH:30]3)[cH:20]2)[cH:7][cH:8][cH:9][cH:10]1. Starting materials: CN(C)C=O, O=C(Cl)C(=O)Cl, ClCCl, O=C(O)c1ccc(F)cc1F. The product is O=C(Cl)c1ccc(F)cc1F. As a reaction SMILES: [CH3:12][N:13]([CH3:14])[CH:15]=[O:16].[Cl:17][C:18]([C:19]([Cl:20])=[O:21])=[O:22].[Cl:23][CH2:24][Cl:25].[F:1][c:2]1[c:3]([C:4](=[O:5])[OH:6])[cH:7][cH:8][c:9]([F:11])[cH:10]1>>[F:1][c:2]1[c:3]([C:4](=[O:5])[Cl:17])[cH:7][cH:8][c:9]([F:11])[cH:10]1. Reactants: C(C1CO1)OC1=CC=C(C=C1)C(C)(C)C1=CC=C(C=C1)OCC1CO1 (bisphenol A diglycidyl ether), C(C=C)(=O)O (acrylic acid). Conditions: temperature 80 celsius. The product is OC1=CC=C(C=C1)C(C)(C)C1=CC=C(C=C1)O (bisphenol A). As a reaction SMILES: C([O:5][C:6]1[CH:11]=[CH:10][C:9]([C:12]([C:15]2[CH:20]=[CH:19][C:18]([O:21]CC3OC3)=[CH:17][CH:16]=2)([CH3:14])[CH3:13])=[CH:8][CH:7]=1)C1OC1.C(O)(=O)C=C>>[OH:5][C:6]1[CH:7]=[CH:8][C:9]([C:12]([C:15]2[CH:16]=[CH:17][C:18]([OH:21])=[CH:19][CH:20]=2)([CH3:14])[CH3:13])=[CH:10][CH:11]=1. Procedure: 34.8 g of bisphenol A diglycidyl ether was heated to 70° C. under continuous stirring and then 14.4 g of acrylic acid was added slowly under nitrogen atmosphere. After maintaining the reaction at 70° C. for 2 hours, 19.6 g of maleic anhydirde was added and then the temperature was raised to 80° C. under mechanical stirring for 2-3 hours to complete the reaction. Starting materials: ice water, C([O-])([O-])=O.[K+].[K+] (potassium carbonate), C(C1=CC=CC=C1)N1C(N([C@H]([C@H]1C(=O)OC)C(=O)O)CC1=CC=CC=C1)=O ((4R,5S)-1,3-dibenzyl-5-methoxycarbonyl-2-oxoimidazolidine-4-carboxylic acid), [BH4-].[Na+] (sodium borohydride), B(F)(F)F.CCOCC (boron trifluoride etherate). Run in O1CCCC1 (tetrahydrofuran). Conditions: time 3 hour. Product: C(C1=CC=CC=C1)N1C(N([C@H]2[C@@H]1COC2=O)CC2=CC=CC=C2)=O ((3aS,6aR)-1,3-dibenzylhexahydro-1H-furo[3,4-d]imidazole-2,4-dione). Isolated yield 49.7%. RXN SMILES: [CH2:1]([N:8]1[C@H:12]([C:13](OC)=[O:14])[C@H:11]([C:17](O)=[O:18])[N:10]([CH2:20][C:21]2[CH:26]=[CH:25][CH:24]=[CH:23][CH:22]=2)[C:9]1=[O:27])[C:2]1[CH:7]=[CH:6][CH:5]=[CH:4][CH:3]=1.[BH4-].[Na+].B(F)(F)F.CCOCC.C(=O)([O-])[O-].[K+].[K+]>O1CCCC1>[CH2:20]([N:10]1[C@H:11]2[CH2:17][O:18][C:13](=[O:14])[C@H:12]2[N:8]([CH2:1][C:2]2[CH:7]=[CH:6][CH:5]=[CH:4][CH:3]=2)[C:9]1=[O:27])[C:21]1[CH:26]=[CH:25][CH:24]=[CH:23][CH:22]=1 |f:1.2,3.4,5.6.7|. Procedure: To a solution of (4R,5S)-1,3-dibenzyl-5-methoxycarbonyl-2-oxoimidazolidine-4-carboxylic acid (mp., 149°-150° C., [α]36525 =+27.4° at c=1 in DMF, 1.84 g) in tetrahydrofuran (15 ml) were added sodium borohydride (226 mg) in small portions at -20° C., and boron trifluoride etherate (1.06 g). The obtained mixture was stirred at the same temperature for 1 hour and at room temperature for 3 hours, poured into ice-water (50 ml), stirred further at room temperature, adjusted to pH 9 with aqueous potassi... Starting materials: COC=1C(=CC(=C(C1)N1CCC(CC1)=O)C)[N+](=O)[O-] (1-(5-methoxy-2-methyl-4-nitrophenyl)piperidin-4-one), Cl.F[C@H]1CNCC1 ((R)-3-fluoropyrrolidine hydrochloride), C(C)(=O)O[BH-](OC(C)=O)OC(C)=O.[Na+] (sodium triacetoxyborohydride), C([O-])([O-])=O.[K+].[K+] (potassium carbonate), COC=1C(=CC(=C(C1)N1CCC2(OCCO2)CC1)C)[N+](=O)[O-] (8-(5-Methoxy-2-methyl-4-nitrophenyl)-1,4-dioxa-8-azaspiro[4.5]decane), COC=1C(=CC(=C(C1)N1CCC2(OCCO2)CC1)C)[N+](=O)[O-] (8-(5-Methoxy-2-methyl-4-nitrophenyl)-1,4-dioxa-8-azaspiro[4.5]decane), O.C1(=CC=C(C=C1)S(=O)(=O)O)C (4-toluenesulfonic acid hydrate). The solvent is C(C)#N (acetonitrile), O (water). Reaction conditions: time 16 hour. Product: F[C@H]1CN(CC1)C1CCN(CC1)C1=C(C=C(C(=C1)OC)[N+](=O)[O-])C ((R)-4-(3-Fluoropyrrolidin-1-yl)-1-(5-methoxy-2-methyl-4-nitrophenyl)piperidine). As a reaction SMILES: [CH3:1][O:2][C:3]1[C:4]([N+:20]([O-:22])=[O:21])=[CH:5][C:6]([CH3:19])=[C:7]([N:9]2[CH2:18][CH2:17][C:12]3(OCCO3)[CH2:11][CH2:10]2)[CH:8]=1.O.C1(C)C=CC(S(O)(=O)=O)=CC=1.C(=O)([O-])[O-].[K+].[K+].COC1C([N+]([O-])=O)=CC(C)=C(N2CCC(=O)CC2)C=1.Cl.[F:61][C@@H:62]1[CH2:66][CH2:65][NH:64][CH2:63]1.C(O[BH-](OC(=O)C)OC(=O)C)(=O)C.[Na+]>O.C(#N)C>[F:61][C@@H:62]1[CH2:66][CH2:65][N:64]([CH:12]2[CH2:11][CH2:10][N:9]([C:7]3[CH:8]=[C:3]([O:2][CH3:1])[C:4]([N+:20]([O-:22])=[O:21])=[CH:5][C:6]=3[CH3:19])[CH2:18][CH2:17]2)[CH2:63]1 |f:1.2,3.4.5,7.8,9.10|. Reported procedure: 8-(5-Methoxy-2-methyl-4-nitrophenyl)-1,4-dioxa-8-azaspiro[4.5]decane (INTERMEDIATE 16, 0.350 g, 1.14 mmol) and 4-toluenesulfonic acid hydrate (0.217 g, 1.14 mmol) in water (25 mL) were stirred under reflux for 6 h. The reaction mixture was allowed to cooled to RT and adjusted to pH 7 with potassium carbonate The mixture was concentrated in vacuo. The crude residue was taken up in EtOAc, washed with water and brine, dried over magnesium sulfate, filtered and concentrated in vacuo. To the resultan... Starting materials: C(C(=O)C)(=O)O (pyruvic acid), O (water), ClC1=C(C=C(C(=C1)Cl)OC(C)C)N1NC(NC1=O)(C)C (1-[2,4-dichloro-5-(1-methylethoxy)phenyl]-3,3-dimethyl-1,2,4-triazolidin-5-one), C(C(=O)C)(=O)O (pyruvic acid). The reagents and catalysts are S(O)(O)(=O)=O (sulfuric acid). Solvent: O1CCOCC1 (p-dioxane). Conditions: time 1 hour. Yields the product ClC1=C(C=C(C(=C1)Cl)OC(C)C)N1N=C(C(NC1=O)=O)C (2-[2,4-dichloro-5-(1-methylethoxy)phenyl]-6-methyl-1,2,4-triazine-3,5(2H,4H)-dione). The yield is 58.6%. RXN SMILES: [Cl:1][C:2]1[CH:7]=[C:6]([Cl:8])[C:5]([O:9][CH:10]([CH3:12])[CH3:11])=[CH:4][C:3]=1[N:13]1[C:17](=[O:18])[NH:16][C:15]([CH3:20])([CH3:19])[NH:14]1.C(O)(=O)C(C)=[O:23].O>O1CCOCC1.S(=O)(=O)(O)O>[Cl:1][C:2]1[CH:7]=[C:6]([Cl:8])[C:5]([O:9][CH:10]([CH3:12])[CH3:11])=[CH:4][C:3]=1[N:13]1[C:17](=[O:18])[NH:16][C:19](=[O:23])[C:15]([CH3:20])=[N:14]1. Procedure: To a stirred mixture of 1.0 g (0.0031 mole) of 1-[2,4-dichloro-5-(1-methylethoxy)phenyl]-3,3-dimethyl-1,2,4-triazolidin-5-one in 10 mL of p-dioxane was added 0.29 g (0.0031 mole) of pyruvic acid and one drop of concentrated sulfuric acid. The mixture was stirred at room temperature for one hour, then an additional 0.25 g (0.0029 mole) of pyruvic acid was added. The mixture was heated at 90° C. for three hours, then poured into water. The mixture was extracted with ethyl acetate, and the solvent ...